Dataset: the Open Reaction Database (ORD), a public repository of structured organic reaction records. Task: describe an organic reaction: reactants, conditions, products, and yield Reactants: O (water), solution, Br (HBr), C(C)C1=CC=C(CO)C=C1 (4-ethylbenzyl alcohol). The solvent is CC(=O)O (AcOH). Reaction conditions: temperature 0 celsius, time 30 minute. Yields the product C(C)C1=CC=C(CBr)C=C1 (4-Ethylbenzyl bromide). Reaction SMILES: [BrH:1].[CH2:2]([C:4]1[CH:11]=[CH:10][C:7]([CH2:8]O)=[CH:6][CH:5]=1)[CH3:3].O>CC(O)=O>[CH2:2]([C:4]1[CH:11]=[CH:10][C:7]([CH2:8][Br:1])=[CH:6][CH:5]=1)[CH3:3]. Procedure: 35 ml of a 33% solution of HBr in AcOH are cooled to 0° C., 5 g of 4-ethylbenzyl alcohol are added dropwise and the reaction mixture is stirred for 30 minutes at 0° C. and then overnight at RT. It is poured into 200 ml of iced water, the mixture is extracted with AcOEt, the organic phase is washed with saturated aqueous NaHCO3 solution and with saturated NaCl solution, dried over Na2SO4 and the solvent is evaporated off under vacuum to give 5.6 g of the expected product. Starting materials: COC(=O)Cc1c(Cl)nc(Cc2ccc(NC(=O)c3ccc(C(F)(F)F)cc3)cc2)n2ccnc12, Cl, C1COCCO1. Yields the product O=C(O)Cc1c(Cl)nc(Cc2ccc(NC(=O)c3ccc(C(F)(F)F)cc3)cc2)n2ccnc12. Reaction SMILES: [Cl:1][c:2]1[c:3]([CH2:31][C:32](=[O:33])[O:34][CH3:35])[c:4]2[n:5]([c:6]([CH2:8][c:9]3[cH:10][cH:11][c:12]([NH:15][C:16]([c:17]4[cH:18][cH:19][c:20]([C:23]([F:24])([F:25])[F:26])[cH:21][cH:22]4)=[O:27])[cH:13][cH:14]3)[n:7]1)[cH:28][cH:29][n:30]2.[ClH:36].[O:37]1[CH2:38][CH2:39][O:40][CH2:41][CH2:42]1>>[Cl:1][c:2]1[c:3]([CH2:31][C:32](=[O:33])[OH:34])[c:4]2[n:5]([c:6]([CH2:8][c:9]3[cH:10][cH:11][c:12]([NH:15][C:16]([c:17]4[cH:18][cH:19][c:20]([C:23]([F:24])([F:25])[F:26])[cH:21][cH:22]4)=[O:27])[cH:13][cH:14]3)[n:7]1)[cH:28][cH:29][n:30]2. RXN SMILES: [CH3:1][C:2]12[C:3](=[O:21])[CH2:4][CH2:5][CH:6]1[CH:7]1[CH2:8][CH2:9][C:10]3=[CH:11][C:12](=[O:20])[CH2:13][CH2:14][C:15]3([CH3:16])[CH:17]1[CH2:18][CH2:19]2.[CH3:22][C:23]12[CH2:24][CH2:25][CH:26]3[CH:27]([CH2:28][CH2:29][C:30]4=[CH:36][C:35](=[O:41])[CH:34]=[CH:33][C:31]34[CH3:32])[CH:37]1[CH2:38][CH2:39][C:40]2=[O:42].[CH3:43][C:44]12[CH2:45][CH:46]=[C:47]3[CH:48]([CH2:49][CH2:50][C:51]4=[CH:58][C:56](=[O:57])[CH2:55][CH2:54][C:52]34[CH3:53])[CH:59]1[CH2:60][CH2:61][C:62]2=[O:63]>>[CH3:1][C:2]12[C:3](=[O:21])[CH2:4][CH2:5][CH:6]1[CH:7]1[CH2:8][CH2:9][C:10]3=[CH:11][C:12](=[O:20])[CH2:13][CH2:14][C:15]3([CH3:16])[C:17]1([OH:41])[CH2:18][CH2:19]2. Starting materials: CC12CCC3C(CCC4=CC(=O)CCC43C)C1CCC2=O, CC12C=CC(=O)C=C1CCC1C2CCC2(C)C(=O)CCC12, CC12CCC(=O)C=C1CCC1C2=CCC2(C)C(=O)CCC12. The product is CC12CCC3(O)C(CCC4=CC(=O)CCC43C)C1CCC2=O. Starting materials: (t-BuO)2, C1(CC1)C(CC(=O)OCC)=O (ethyl 3-cyclopropyl-3-oxopropanoate), BrC1=CC=C(C=C1)O (4-bromophenol), FeCl.6H2O, CC.[Cl].[Cl] (Di-chlorine Ethane). Run at temperature 80 celsius, time 6 hour. Yields the product BrC=1C=CC2=C(C(=C(O2)C2CC2)C(=O)OCC)C1 (ethyl 5-bromo-2-cyclopropylbenzofuran-3-carboxylate). Yield: 20.2%. RXN SMILES: [CH:1]1([C:4](=[O:11])[CH2:5][C:6]([O:8][CH2:9][CH3:10])=[O:7])[CH2:3][CH2:2]1.[Br:12][C:13]1[CH:18]=[CH:17][C:16](O)=[CH:15][CH:14]=1.CC.[Cl].[Cl]>>[Br:12][C:13]1[CH:14]=[CH:15][C:16]2[O:11][C:4]([CH:1]3[CH2:3][CH2:2]3)=[C:5]([C:6]([O:8][CH2:9][CH3:10])=[O:7])[C:17]=2[CH:18]=1 |f:2.3.4,^1:21,22|. Reported procedure: (t-BuO)2 (94 g, 640 mol) was added to a solution of ethyl 3-cyclopropyl-3-oxopropanoate (50 g, 320 mmol), 4-bromophenol (166 g, 9.6 mol) and FeCl.6H2O (5.8 g, 32 mmol) in Di-chlorine Ethane (316 g, 3.2 mol) under N2 gas at 25° C. The mixture was stirred at 80° C. for 6 hours. The solvent was removed and the residue was purified by column chromatography (eluted with PE:EA from 20:1 to 10:1) to furnish the pure product of ethyl 5-bromo-2-cyclopropylbenzofuran-3-carboxylate (20.0 g, yield: 21%). 1H... The product is CC1c2ccccc2CNc2ccc(Br)cc21. As a reaction SMILES: [CH3:1][CH:2]1[c:3]2[c:4]([cH:13][cH:14][cH:15][cH:16]2)[NH:5][CH2:6][c:7]2[c:8]1[cH:9][cH:10][cH:11][cH:12]2.[CH3:25][C:26]([CH3:27])=[O:28].[O:17]=[C:18]1[N:19]([Br:24])[C:20](=[O:21])[CH2:22][CH2:23]1>>[CH3:1][CH:2]1[c:3]2[c:4]([cH:13][cH:14][c:15]([Br:24])[cH:16]2)[NH:5][CH2:6][c:7]2[c:8]1[cH:9][cH:10][cH:11][cH:12]2. Reactants: CC1c2ccccc2CNc2ccccc21, CC(C)=O, O=C1CCC(=O)N1Br.